Dataset: the Open Reaction Database (ORD), a public repository of structured organic reaction records. Task: describe an organic reaction: reactants, conditions, products, and yield Starting materials: CCOC(=O)C1CCN(C2C=C(C)C(=O)CC(C)(C)C2O)CC1, CC(=O)O, Cl. The product is Cl, CC1=CC(N2CCC(C(=O)O)CC2)C(O)C(C)(C)CC1=O. Reaction SMILES: [CH2:1]([CH3:2])[O:3][C:4](=[O:5])[CH:6]1[CH2:7][CH2:8][N:9]([CH:12]2[CH:13]=[C:14]([CH3:23])[C:15](=[O:22])[CH2:16][C:17]([CH3:20])([CH3:21])[CH:18]2[OH:19])[CH2:10][CH2:11]1.[CH3:25][C:26](=[O:27])[OH:28].[ClH:24]>>[ClH:24].[O:3]=[C:4]([OH:5])[CH:6]1[CH2:7][CH2:8][N:9]([CH:12]2[CH:13]=[C:14]([CH3:23])[C:15](=[O:22])[CH2:16][C:17]([CH3:20])([CH3:21])[CH:18]2[OH:19])[CH2:10][CH2:11]1.